This data is from the Open Reaction Database (ORD), a public repository of structured organic reaction records. The task is: describe an organic reaction: reactants, conditions, products, and yield The reactants are C(C)OCC (diethyl ether), [O-]C#N.[K+] (potassium cyanate), O (water), C(CC)N(C1CC2=C(C=CC=C2CC1)CN)CCC (2-dipropylamino-8-aminomethyl-1,2,3,4-tetrahydronaphthalene). The solvent is Cl (hydrochloric acid). Yields the product C(CC)N(C1CC2=C(C=CC=C2CC1)CNC(=O)N)CCC (2-Dipropylamino-8-ureidomethyl-1,2,3,4-tetrahydronaphthalene). As a reaction SMILES: [CH2:1]([N:4]([CH2:17][CH2:18][CH3:19])[CH:5]1[CH2:14][CH2:13][C:12]2[C:7](=[C:8]([CH2:15][NH2:16])[CH:9]=[CH:10][CH:11]=2)[CH2:6]1)[CH2:2][CH3:3].[O-:20][C:21]#[N:22].[K+].O.C(OCC)C>Cl>[CH2:17]([N:4]([CH2:1][CH2:2][CH3:3])[CH:5]1[CH2:14][CH2:13][C:12]2[C:7](=[C:8]([CH2:15][NH:16][C:21]([NH2:22])=[O:20])[CH:9]=[CH:10][CH:11]=2)[CH2:6]1)[CH2:18][CH3:19] |f:1.2|. Procedure: 2.6 g (10 mmol) of 2-dipropylamino-8-aminomethyl-1,2,3,4-tetrahydronaphthalene were dissolved in 22 ml of 1N hydrochloric acid under nitrogen. A solution of 0.81 g (10 mmol) of potassium cyanate and 6 ml of water was subsequently added dropwise at a maximum of +25° C., and the batch was allowed to react for 4 h at room temperature. 20 ml of diethyl ether were then added. The aqueous phase was separated off and adjusted to pH 9 using 1N sodium hydroxide solution. The precipitated reaction product...